Dataset: the Open Reaction Database (ORD), a public repository of structured organic reaction records. Task: describe an organic reaction: reactants, conditions, products, and yield Starting materials: S(=O)(Cl)Cl (Thionyl chloride), C(C)O (ethanol), NC1CCC(CC1)C(=O)O (4-amino-1-cyclohexanecarboxylic acid). Reaction conditions: time 10 minute. Yields the product Cl.NC1CCC(CC1)(C(=O)O)CC (4-Amino-1-ethylcyclohexanecarboxylate Hydrochloride). As a reaction SMILES: S(Cl)([Cl:3])=O.[NH2:5][CH:6]1[CH2:11][CH2:10][CH:9]([C:12]([OH:14])=[O:13])[CH2:8][CH2:7]1.[CH2:15](O)[CH3:16]>>[ClH:3].[NH2:5][CH:6]1[CH2:11][CH2:10][C:9]([CH2:15][CH3:16])([C:12]([OH:14])=[O:13])[CH2:8][CH2:7]1 |f:3.4|. Procedure: Thionyl chloride (2.55 mL, 35 mmol) was added dropwise to absolute ethanol (100 mL) under a N2 atmosphere. The resulting solution was stirred at room temperature for 10 min then 4-amino-1-cyclohexanecarboxylic acid (4.29 g, 30 mmol, cis, trans mixture) was added as a solid. The resulting solution was stirred at room temperature overnight. The solvent was removed in vacuo, the residue dissolved in ethanol (25 mL) and this solution was slowly added to a flask containing rapidly stirred ether (700 ... The reactants are CC(C)(C)OC(=O)N1CCC2(CC1)CC(=O)N(Cc1ccc(C=O)cc1)C2, CN(C)S(=O)(=O)n1ccnc1CNCc1nccn1S(=O)(=O)N(C)C. The product is CN(C)S(=O)(=O)n1ccnc1CN(Cc1ccc(CN2CC3(CCN(C(=O)OC(C)(C)C)CC3)CC2=O)cc1)Cc1nccn1S(=O)(=O)N(C)C. Reaction SMILES: [CH:1](=[O:2])[c:3]1[cH:4][cH:5][c:6]([CH2:7][N:8]2[CH2:9][C:10]3([CH2:11][C:12]2=[O:13])[CH2:14][CH2:15][N:16]([C:19](=[O:20])[O:21][C:22]([CH3:23])([CH3:24])[CH3:25])[CH2:17][CH2:18]3)[cH:26][cH:27]1.[NH:28]([CH2:29][c:30]1[n:31]([S:35](=[O:36])(=[O:37])[N:38]([CH3:39])[CH3:40])[cH:32][cH:33][n:34]1)[CH2:41][c:42]1[n:43]([S:47](=[O:48])(=[O:49])[N:50]([CH3:51])[CH3:52])[cH:44][cH:45][n:46]1>>[CH2:1]([c:3]1[cH:4][cH:5][c:6]([CH2:7][N:8]2[CH2:9][C:10]3([CH2:11][C:12]2=[O:13])[CH2:14][CH2:15][N:16]([C:19](=[O:20])[O:21][C:22]([CH3:23])([CH3:24])[CH3:25])[CH2:17][CH2:18]3)[cH:26][cH:27]1)[N:28]([CH2:29][c:30]1[n:31]([S:35](=[O:36])(=[O:37])[N:38]([CH3:39])[CH3:40])[cH:32][cH:33][n:34]1)[CH2:41][c:42]1[n:43]([S:47](=[O:48])(=[O:49])[N:50]([CH3:51])[CH3:52])[cH:44][cH:45][n:46]1. Reactants: C1(=CC=CC=C1)C1=NN2C(C=CC=C2)=C1 (2-phenylpyrazolo[1,5-a]pyridine), CC=1N=NC=CC1 (3-methylpyridazine), ClC(=O)OCC (ethyl chloroformate). Run in C(Cl)Cl (methylene chloride), C(Cl)Cl (methylene chloride), C(Cl)Cl (methylene chloride). Reaction conditions: time 6 hour. Yields the product CC=1N=NC=CC1C=1C(=NN2C1C=CC=C2)C2=CC=CC=C2 (3-(3-methylpyridazin-4-yl)-2-phenylpyrazolo[1,5-a]pyridine). Yield: 32.0%. Reaction SMILES: [C:1]1([C:7]2[CH:15]=[C:10]3[CH:11]=[CH:12][CH:13]=[CH:14][N:9]3[N:8]=2)[CH:6]=[CH:5][CH:4]=[CH:3][CH:2]=1.[CH3:16][C:17]1[N:18]=[N:19][CH:20]=[CH:21][CH:22]=1.ClC(OCC)=O>C(Cl)Cl>[CH3:16][C:17]1[N:18]=[N:19][CH:20]=[CH:21][C:22]=1[C:15]1[C:7]([C:1]2[CH:2]=[CH:3][CH:4]=[CH:5][CH:6]=2)=[N:8][N:9]2[CH:14]=[CH:13][CH:12]=[CH:11][C:10]=12. Procedure: To a mixture of 2-phenylpyrazolo[1,5-a]pyridine (5.00 g), 3-methylpyridazine (2.90 g) and methylene chloride (20 ml), was added a solution of ethyl chloroformate (5.57 g) in methylene chloride for 17 minutes under ice-cooling and stirred for an hour at the same temperature and then for 6 hours and 40 minutes at room temperature. To the reaction mixture was added methylene chloride (20 ml), and washed with a solution of potassium carbonate (10 ml) and a saturated aqueous solution of sodium chlori... The reactants are C(C1=CC=CC=C1)OC(=O)C(C(CC1CC(N1)=O)=O)=[N+]=[N-] (4-(3-benzyloxycarbonyl-3-diazo-2-oxopropyl)-azetidin-2-one). The reagents and catalysts are C(C)(=O)[O-].[Rh+2].C(C)(=O)[O-] (rhodium (II) acetate). Run in C1=CC=CC=C1 (benzene). Run at temperature 80 celsius. Product: N12C(C(CC2CC1=O)=O)C(=O)OCC1=CC=CC=C1 (benzyl 1-azabicyclo[3.2.0]heptan-3,7-dione-2-carboxylate). The yield is 7.7%. Reaction SMILES: [CH2:1]([O:8][C:9]([C:11](=[N+]=[N-])[C:12](=[O:19])[CH2:13][CH:14]1[NH:17][C:16](=[O:18])[CH2:15]1)=[O:10])[C:2]1[CH:7]=[CH:6][CH:5]=[CH:4][CH:3]=1>C([O-])(=O)C.[Rh+2].C([O-])(=O)C.C1C=CC=CC=1>[N:17]12[C:16](=[O:18])[CH2:15][CH:14]1[CH2:13][C:12](=[O:19])[CH:11]2[C:9]([O:8][CH2:1][C:2]1[CH:7]=[CH:6][CH:5]=[CH:4][CH:3]=1)=[O:10] |f:1.2.3|. Reported procedure: A mixture of 4-(3-benzyloxycarbonyl-3-diazo-2-oxopropyl)-azetidin-2-one (718 mg. 25 mMol), rhodium (II) acetate (5 mg) and anhydrous benzene (50 ml) is deoxygenated by bubbling nitrogen through it for 45 minutes. The mixture is then stirred and heated in an oil bath maintained at 80° C. for 70 minutes. After cooling to room temperature, the mixture is filtered and the filtrate is evaporated under vacuum to an oil. Crystallization from ethyl acetate (5 ml)-diethylether (20 ml) provides benzyl 1-a... The reactants are C(C1=CC=CC=C1)OCC1NCCSCCNC(CNC1)COCC1=CC=CC=C1 (5,9-Bis (benzyloxymethyl) -1-thia-4,7,10-triazacyclododecane), C(=O)[O-].[NH4+] (Ammonium formate). Reagents/catalysts: [Pd] (Palladium on carbon). Solvent: CO (methanol). Reaction conditions: temperature 50 celsius, time 16 hour. Yields the product OCC1NCCSCCNC(CNC1)CO (5,9-bis(hydroxymethyl)-1-thia-4,7,10-triazacyclododecane). RXN SMILES: C([O:8][CH2:9][CH:10]1[CH2:21][NH:20][CH2:19][CH:18]([CH2:22][O:23]CC2C=CC=CC=2)[NH:17][CH2:16][CH2:15][S:14][CH2:13][CH2:12][NH:11]1)C1C=CC=CC=1.C([O-])=O.[NH4+]>CO.[Pd]>[OH:23][CH2:22][CH:18]1[CH2:19][NH:20][CH2:21][CH:10]([CH2:9][OH:8])[NH:11][CH2:12][CH2:13][S:14][CH2:15][CH2:16][NH:17]1 |f:1.2|. Reported procedure: 5,9-Bis (benzyloxymethyl) -1-thia-4,7,10-triazacyclododecane (0.28 g, 0.65 mmol) was dissolved in methanol (10 ml). Ammonium formate (0.39 g) and 10% Palladium on carbon (1.3 g) were added under nitrogen and the mixture was stirred at 50° C. for 16 hours. The catalyst was filtered off and washed with methanol (5 ml). The filtrate was evaporated and 5,9-bis(hydroxymethyl)-1-thia-4,7,10-triazacyclododecane was isolated as a white solid. Mp. 210°-220° C. (subl.). Yield: 0.099 g (61%). Procedure: A mixture of 1.70 g (0.028 mol) of urea, 4.4 g (0.056 mol) of pyridine and 30 ml of glyme was stirred at 25°C while a solution of 5.7 g (0.028 mol) of ethyltrifluoromethylmalonyl fluoride in 20 ml of glyme was added rapidly. The mixture was stirred overnight, solvent was removed under vacuum, and the residue was stirred with 15 ml of water. Filtration provided a solid which was recrystallized from water to give 3.8 g of 5-ethyl-5-trifluoromethylbarbituric acid, mp 210°-211°C. A second crop, 0.2 ... Reactants: NC(=O)N (urea), N1=CC=CC=C1 (pyridine), C(C)C(C(=O)F)(C(=O)F)C(F)(F)F (ethyltrifluoromethylmalonyl fluoride). As a reaction SMILES: [NH2:1][C:2]([NH2:4])=[O:3].N1C=CC=CC=1.[CH2:11]([C:13]([C:20]([F:23])([F:22])[F:21])([C:17](F)=[O:18])[C:14](F)=[O:15])[CH3:12]>C(COC)OC>[CH2:11]([C:13]1([C:20]([F:21])([F:22])[F:23])[C:14](=[O:15])[NH:4][C:2](=[O:3])[NH:1][C:17]1=[O:18])[CH3:12]. Yield: 60.5%. Reaction conditions: time 8 hour. Run in C(OC)COC (glyme), C(OC)COC (glyme). Yields the product C(C)C1(C(NC(NC1=O)=O)=O)C(F)(F)F (5-ethyl-5-trifluoromethylbarbituric acid). Starting materials: Fc1ccc(Br)c(F)c1, C1CCOC1, [Li]CCCC, CC(C)NC(C)C, CI. The product is Cc1c(F)ccc(Br)c1F. As a reaction SMILES: [Br:13][c:14]1[c:15]([F:21])[cH:16][c:17]([F:20])[cH:18][cH:19]1.[CH2:24]1[O:25][CH2:26][CH2:27][CH2:28]1.[CH2:8]([Li:9])[CH2:10][CH2:11][CH3:12].[CH:1]([NH:2][CH:3]([CH3:4])[CH3:5])([CH3:6])[CH3:7].[I:22][CH3:23]>>[CH3:1][c:16]1[c:15]([F:21])[c:14]([Br:13])[cH:19][cH:18][c:17]1[F:20]. The reactants are C(C)(C)(C)OC(=O)N[C@H](CSCC1=CC=C(C=C1)OC)C(=O)N[C@@H](CC1=CNC2=CC=CC=C12)C(=O)O (N-tert-butyloxycarbonyl-S-p-methoxybenzyl-D-cysteinyl-L-tryptophane), C(C)(C)(C)OC([C@H]1N(CCC1)C([C@H](NC(=O)OC(C)(C)C)CSCC1=CC=C(C=C1)OC)=O)=O (N-tert-butyloxycarbonyl-S-p-methoxybenzyl-D-cysteinyl-L-proline tert-butyl ester). Yields the product N[C@H](CS)C(=O)N[C@@H](CC1=CNC2=CC=CC=C12)C(=O)O (D-cysteinyl-L-tryptophane). RXN SMILES: C(OC([NH:8][C@@H:9]([C:21]([NH:23][C@H:24]([C:35]([OH:37])=[O:36])[CH2:25][C:26]1[C:34]2[C:29](=[CH:30][CH:31]=[CH:32][CH:33]=2)[NH:28][CH:27]=1)=[O:22])[CH2:10][S:11]CC1C=CC(OC)=CC=1)=O)(C)(C)C.C(OC(=O)[C@@H]1CCCN1C(=O)[C@@H](CSCC1C=CC(OC)=CC=1)NC(OC(C)(C)C)=O)(C)(C)C>>[NH2:8][C@@H:9]([C:21]([NH:23][C@H:24]([C:35]([OH:37])=[O:36])[CH2:25][C:26]1[C:34]2[C:29](=[CH:30][CH:31]=[CH:32][CH:33]=2)[NH:28][CH:27]=1)=[O:22])[CH2:10][SH:11]. Procedure details: By substituting N-tert-butyloxycarbonyl-S-p-methoxybenzyl-D-cysteinyl-L-tryptophane for the N-tert-butyloxycarbonyl-S-p-methoxybenzyl-D-cysteinyl-L-proline tert-butyl ester in the procedure of Example 2, D-cysteinyl-L-tryptophane is obtained.